Dataset: the Open Reaction Database (ORD), a public repository of structured organic reaction records. Task: describe an organic reaction: reactants, conditions, products, and yield Reactants: FC1=C(C=C(C=C1)S(=O)(=O)CCC)C#C[Si](C)(C)C ({[2-Fluoro-5-(propylsulfonyl)phenyl]ethynyl}trimethyl silane), BrC1=C(C=CC(=C1)S(=O)(=O)C(C)C)F (2-bromo-1-fluoro-4-(isopropylsulfonyl)benzene), BrC1=C(C=CC(=C1)S(=O)(=O)C(C)C)F (2-bromo-1-fluoro-4-(isopropylsulfonyl)benzene), C(C)(C)(C)OC(COC1=C(C=C(C=C1)Cl)C#C)=O (tert-butyl(4-chloro-2-ethynylphenoxy)acetate), C(C)(C)(C)OC(COC1=C(C=C(C=C1)Cl)C#C)=O (tert-butyl(4-chloro-2-ethynylphenoxy)acetate). Product: C(C)(C)(C)OC(COC1=C(C=C(C=C1)Cl)C#CC1=C(C=CC(=C1)S(=O)(=O)C(C)C)F)=O (tert-butyl(4-chloro-2-{[2-fluoro-5-(isopropylsulfonyl)phenyl]ethynyl}phenoxy)acetate). As a reaction SMILES: FC1C=CC(S(CCC)(=O)=O)=CC=1C#C[Si](C)(C)C.[C:20]([O:24][C:25](=[O:37])[CH2:26][O:27][C:28]1[CH:33]=[CH:32][C:31]([Cl:34])=[CH:30][C:29]=1[C:35]#[CH:36])([CH3:23])([CH3:22])[CH3:21].Br[C:39]1[CH:44]=[C:43]([S:45]([CH:48]([CH3:50])[CH3:49])(=[O:47])=[O:46])[CH:42]=[CH:41][C:40]=1[F:51]>>[C:20]([O:24][C:25](=[O:37])[CH2:26][O:27][C:28]1[CH:33]=[CH:32][C:31]([Cl:34])=[CH:30][C:29]=1[C:35]#[C:36][C:41]1[CH:42]=[C:43]([S:45]([CH:48]([CH3:49])[CH3:50])(=[O:46])=[O:47])[CH:44]=[CH:39][C:40]=1[F:51])([CH3:23])([CH3:22])[CH3:21]. Procedure: Following the general method as outlined in Intermediate 107, starting from (4-chloro-2-ethynyl-phenoxy)-acetic acid tert-butyl ester (Intermediate 3) and 2-bromo-1-fluoro-4-(isopropylsulfonyl)benzene (Intermediate 128), the title compound was obtained as a white solid after purification by flash column chromatography (silica), eluting with cyclohexane containing increasing amounts of EtOAc. Reactants: C(C)(=O)N1C(C(C2=CC(=C(C=C12)OC)OC)=C(C1=CC=CC=C1)OCC)=O (1-acetyl-3-(1-ethoxy-1-phenyl-methylidene)-5,6-dimethoxy-2-indolinone), C(C)(=O)N(C1=CC=C(C=C1)N)CCCN(C)C (N-acetyl-N-(3-dimethylamino-propyl)-p-phenylenediamine). Yields the product C(C)(=O)N(CCCN(C)C)C1=CC=C(N\C(\C2=CC=CC=C2)=C\2/C(NC3=CC(=C(C=C23)OC)OC)=O)C=C1 (3-(Z)-(1-{4-[N-acetyl-N-(3-dimethylamino-propyl)-amino]-anilino}-1-phenyl-methylidene)-5,6-dimethoxy-2-indolinone). Reaction SMILES: C([N:4]1[C:12]2[C:7](=[CH:8][C:9]([O:15][CH3:16])=[C:10]([O:13][CH3:14])[CH:11]=2)[C:6](=[C:17](OCC)[C:18]2[CH:23]=[CH:22][CH:21]=[CH:20][CH:19]=2)[C:5]1=[O:27])(=O)C.[C:28]([N:31]([CH2:39][CH2:40][CH2:41][N:42]([CH3:44])[CH3:43])[C:32]1[CH:37]=[CH:36][C:35]([NH2:38])=[CH:34][CH:33]=1)(=[O:30])[CH3:29]>>[C:28]([N:31]([C:32]1[CH:37]=[CH:36][C:35]([NH:38]/[C:17](=[C:6]2\[C:5](=[O:27])[NH:4][C:12]3[C:7]\2=[CH:8][C:9]([O:15][CH3:16])=[C:10]([O:13][CH3:14])[CH:11]=3)/[C:18]2[CH:19]=[CH:20][CH:21]=[CH:22][CH:23]=2)=[CH:34][CH:33]=1)[CH2:39][CH2:40][CH2:41][N:42]([CH3:44])[CH3:43])(=[O:30])[CH3:29]. Procedure: Prepared from 1-acetyl-3-(1-ethoxy-1-phenyl-methylidene)-5,6-dimethoxy-2-indolinone and N-acetyl-N-(3-dimethylamino-propyl)-p-phenylenediamine Procedure: Following the procedure as described in Example 1, making variations only as required to use 2-(4-(benzyloxy)-2-oxopyridin-1(2H)-yl)-1,4-dimethyl-1H-imidazole-5-carboxylic acid in place of 4-methyl-2-(2-oxo-4-phenylpyridin-1(2H)-yl)thiazole-5-carboxylic acid to react with benzylamine, the title compound was obtained as a colorless solid in 62% yield: mp 232-233° C.; 1H NMR (300 MHz, CDCl3) δ 7.43-7.29 (m, 10H), 7.19 (d, J=7.7 Hz, 1H), 6.17 (t, J=5.6 Hz, 1H), 6.09 (dd, J=7.7, 2.5 Hz, 1H), 5.96 (d... Yield: 62.0%. As a reaction SMILES: [CH2:1]([O:8][C:9]1[CH:14]=[CH:13][N:12]([C:15]2[N:16]([CH3:24])[C:17]([C:21](O)=[O:22])=[C:18]([CH3:20])[N:19]=2)[C:11](=[O:25])[CH:10]=1)[C:2]1[CH:7]=[CH:6][CH:5]=[CH:4][CH:3]=1.[CH2:26]([NH2:33])[C:27]1[CH:32]=[CH:31][CH:30]=[CH:29][CH:28]=1>>[CH2:26]([NH:33][C:21]([C:17]1[N:16]([CH3:24])[C:15]([N:12]2[CH:13]=[CH:14][C:9]([O:8][CH2:1][C:2]3[CH:3]=[CH:4][CH:5]=[CH:6][CH:7]=3)=[CH:10][C:11]2=[O:25])=[N:19][C:18]=1[CH3:20])=[O:22])[C:27]1[CH:32]=[CH:31][CH:30]=[CH:29][CH:28]=1. Yields the product C(C1=CC=CC=C1)NC(=O)C1=C(N=C(N1C)N1C(C=C(C=C1)OCC1=CC=CC=C1)=O)C (N-Benzyl-2-(4-(benzyloxy)-2-oxopyridin-1(2H)-yl)-1,4-dimethyl-1H-imidazole-5-carboxamide). Starting materials: C(C1=CC=CC=C1)OC1=CC(N(C=C1)C=1N(C(=C(N1)C)C(=O)O)C)=O (2-(4-(benzyloxy)-2-oxopyridin-1(2H)-yl)-1,4-dimethyl-1H-imidazole-5-carboxylic acid), C(C1=CC=CC=C1)N (benzylamine). The reactants are C[O-], CO, Fc1cccc(CNc2nc(F)ccc2F)c1, [Na+]. Yields the product COc1ccc(F)c(NCc2cccc(F)c2)n1. As a reaction SMILES: [CH3:18][O-:19].[CH3:21][OH:22].[F:1][c:2]1[c:3]([NH:9][CH2:10][c:11]2[cH:12][c:13]([F:17])[cH:14][cH:15][cH:16]2)[n:4][c:5]([F:8])[cH:6][cH:7]1.[Na+:20]>>[F:1][c:2]1[c:3]([NH:9][CH2:10][c:11]2[cH:12][c:13]([F:17])[cH:14][cH:15][cH:16]2)[n:4][c:5]([O:19][CH3:18])[cH:6][cH:7]1. Reactants: CO, NC(=O)C1(c2ccccc2)CCN(C(=O)c2cc(-c3ccc(OCCCOC4CCCCO4)cc3)c(-c3ccc(F)cc3Cl)s2)CC1, Cl. Product: NC(=O)C1(c2ccccc2)CCN(C(=O)c2cc(-c3ccc(OCCCO)cc3)c(-c3ccc(F)cc3Cl)s2)CC1. Reaction SMILES: [CH3:49][OH:50].[Cl:1][c:2]1[c:3](-[c:9]2[c:10](-[c:31]3[cH:32][cH:33][c:34]([O:37][CH2:38][CH2:39][CH2:40][O:41][CH:42]4[CH2:43][CH2:44][CH2:45][CH2:46][O:47]4)[cH:35][cH:36]3)[cH:11][c:12]([C:14](=[O:15])[N:16]3[CH2:17][CH2:18][C:19]([C:22](=[O:23])[NH2:24])([c:25]4[cH:26][cH:27][cH:28][cH:29][cH:30]4)[CH2:20][CH2:21]3)[s:13]2)[cH:4][cH:5][c:6]([F:8])[cH:7]1.[ClH:48]>>[Cl:1][c:2]1[c:3](-[c:9]2[c:10](-[c:31]3[cH:32][cH:33][c:34]([O:37][CH2:38][CH2:39][CH2:40][OH:41])[cH:35][cH:36]3)[cH:11][c:12]([C:14](=[O:15])[N:16]3[CH2:17][CH2:18][C:19]([C:22](=[O:23])[NH2:24])([c:25]4[cH:26][cH:27][cH:28][cH:29][cH:30]4)[CH2:20][CH2:21]3)[s:13]2)[cH:4][cH:5][c:6]([F:8])[cH:7]1. The reactants are Cl.C(C1=CC=CC=C1)N1CC(C(CC1)=O)C(=O)OCC (ethyl 1-benzyl-4-oxo-3-piperidinecarboxylate hydrochloride), resultant mixture. The reagents and catalysts are [Pd] (palladium). The solvent is CO (methanol). Yields the product Cl.O=C1C(CNCC1)C(=O)OCC (Ethyl 4-oxo-3-piperidinecarboxylate hydrochloride). The yield is 95.6%. RXN SMILES: [ClH:1].C([N:9]1[CH2:14][CH2:13][C:12](=[O:15])[CH:11]([C:16]([O:18][CH2:19][CH3:20])=[O:17])[CH2:10]1)C1C=CC=CC=1>CO.[Pd]>[ClH:1].[O:15]=[C:12]1[CH2:13][CH2:14][NH:9][CH2:10][CH:11]1[C:16]([O:18][CH2:19][CH3:20])=[O:17] |f:0.1,4.5|. Procedure details: 10% palladium/active carbon (2 g) was added to a solution of ethyl 1-benzyl-4-oxo-3-piperidinecarboxylate hydrochloride (30 g) in methanol (500 ml) and the resultant mixture was stirred at room temperature under hydrogen atmosphere for a day. After filtering the reaction mixture through celite, the filtrate was concentrated under reduced pressure to give the title compound (20.0 g) as a white powder (yield: 97%).